The task is: describe an organic reaction: reactants, conditions, products, and yield. This data is from the Open Reaction Database (ORD), a public repository of structured organic reaction records. Reactants: C1(=CC=CC=C1)C=1C=C(C=CC(=O)NC2=CC=C(CN3CCCCC3)C=C2)C=CC1 (1-(4-(3-phenylcinnamoylamino)-benzyl)piperidine), CI (methyl iodide). Run in CN(C=O)C (dimethylformamide). The product is [I-].C[N+]1(CCCCC1)CC1=CC=C(C=C1)NC(C=CC1=CC(=CC=C1)C1=CC=CC=C1)=O (1-methyl-1-(4-(3-phenylcinnamoylamino)-benzyl)piperidinium iodide). Reaction SMILES: [C:1]1([C:7]2[CH:8]=[C:9]([CH:28]=[CH:29][CH:30]=2)[CH:10]=[CH:11][C:12]([NH:14][C:15]2[CH:27]=[CH:26][C:18]([CH2:19][N:20]3[CH2:25][CH2:24][CH2:23][CH2:22][CH2:21]3)=[CH:17][CH:16]=2)=[O:13])[CH:6]=[CH:5][CH:4]=[CH:3][CH:2]=1.[CH3:31][I:32]>CN(C)C=O>[I-:32].[CH3:31][N+:20]1([CH2:19][C:18]2[CH:17]=[CH:16][C:15]([NH:14][C:12](=[O:13])[CH:11]=[CH:10][C:9]3[CH:28]=[CH:29][CH:30]=[C:7]([C:1]4[CH:2]=[CH:3][CH:4]=[CH:5][CH:6]=4)[CH:8]=3)=[CH:27][CH:26]=2)[CH2:25][CH2:24][CH2:23][CH2:22][CH2:21]1 |f:3.4|. Reported procedure: A solution of 1-(4-(3-phenylcinnamoylamino)-benzyl)piperidine (0.32g) and methyl iodide (0.15ml) in dimethylformamide (5ml) was stirred over night under nitrogen atmosphere at room temperature. The solvent was evaporated, and to the residue was added ethyl acetate. Precipitated crude crystal was filtered, which were recrystallized from ethanol to give 1-methyl-1-(4-(3-phenylcinnamoylamino)-benzyl)piperidinium iodide (Compound 85) (0.26g) as colorless crystals.